Dataset: the Open Reaction Database (ORD), a public repository of structured organic reaction records. Task: describe an organic reaction: reactants, conditions, products, and yield Starting materials: O1CCC(CC1)[C@H](C)N ((S)-1-(tetrahydro-2H-pyran-4-yl)ethanamine), C(C)(C)N(C(C)C)CC (N,N-diisopropylethylamine), BrC=1C(=NC(=NC1)Cl)Cl (5-bromo-2,4-dichloropyrimidine). The solvent is C(C)O (ethanol), C(C)(=O)OCC (ethyl acetate). Run at temperature 25 celsius, time 18 hour. The product is BrC=1C(=NC(=NC1)Cl)N[C@@H](C)C1CCOCC1 ((S)-5-bromo-2-chloro-N-(1-(tetrahydro-2H-pyran-4-yl)ethyl)Pyrimidin-4-amine). Isolated yield 60.4%. RXN SMILES: [O:1]1[CH2:6][CH2:5][CH:4]([C@@H:7]([NH2:9])[CH3:8])[CH2:3][CH2:2]1.C(N(CC)C(C)C)(C)C.[Br:19][C:20]1[C:21](Cl)=[N:22][C:23]([Cl:26])=[N:24][CH:25]=1>C(O)C.C(OCC)(=O)C>[Br:19][C:20]1[C:21]([NH:9][C@H:7]([CH:4]2[CH2:5][CH2:6][O:1][CH2:2][CH2:3]2)[CH3:8])=[N:22][C:23]([Cl:26])=[N:24][CH:25]=1. Procedure: To a solution of (S)-1-(tetrahydro-2H-pyran-4-yl)ethanamine (1.0 g, 7.75 mmol) in ethanol (15 mL) was added N,N-diisopropylethylamine (3.0 g, 23.3 mmol) and 5-bromo-2,4-dichloropyrimidine (2.0 g, 8.53 mmol) at 25° C. under N2. The reaction was stirred at 25° C. for 18 hrs. The mixture was diluted with ethyl acetate and washed with water. The crude product was purified by column chromatography on silica gel eluted with petroleum ether: ethyl acetate=20:1 to give (S)-5-bromo-2-chloro-N-(1-(tetrahy...